This data is from the Open Reaction Database (ORD), a public repository of structured organic reaction records. The task is: describe an organic reaction: reactants, conditions, products, and yield Reactants: O=C(O)CCC(=O)c1ccc(-c2cccc(Cl)c2Cl)cc1, NC1CCCCC1. Product: O=C(O)CCCc1ccc(-c2cccc(Cl)c2Cl)cc1. As a reaction SMILES: [Cl:1][c:2]1[c:3](-[c:9]2[cH:10][cH:11][c:12]([C:15]([CH2:16][CH2:17][C:18](=[O:19])[OH:20])=[O:21])[cH:13][cH:14]2)[cH:4][cH:5][cH:6][c:7]1[Cl:8].[NH2:22][CH:23]1[CH2:24][CH2:25][CH2:26][CH2:27][CH2:28]1>>[Cl:1][c:2]1[c:3](-[c:9]2[cH:10][cH:11][c:12]([CH2:15][CH2:16][CH2:17][C:18](=[O:19])[OH:20])[cH:13][cH:14]2)[cH:4][cH:5][cH:6][c:7]1[Cl:8]. The reactants are CCO, COc1ccc(Br)cc1C(C)(C)C(Cl)SC, O. The product is COc1ccc(Br)cc1C(C)(C)CO. As a reaction SMILES: [CH3:18][CH2:19][OH:20].[CH3:1][S:2][CH:3]([C:4]([CH3:5])([CH3:6])[c:7]1[c:8]([O:14][CH3:15])[cH:9][cH:10][c:11]([Br:13])[cH:12]1)[Cl:16].[OH2:17]>>[CH2:3]([C:4]([CH3:5])([CH3:6])[c:7]1[c:8]([O:14][CH3:15])[cH:9][cH:10][c:11]([Br:13])[cH:12]1)[OH:17]. Reported procedure: Using the same procedure as described in Example 53B, the title compound of 56A (960 mg, 2.17 mmol) was treated with HCl in THF to afford the title compound of 56B, 652 mg (77% yield). Reactants: COC(C(CC=1N(C=NC1)C)(CC=1N(C=NC1)C)N=C(C1=CC=CC=C1)C1=CC=CC=C1)=O (2-(Benzhydrylidene-amino)-3-(3-methyl-3H-imidazol-4-yl)-2-(3-methyl-3H-imidazol-4-ylmethyl)-propionic acid methyl ester), Cl (HCl). RXN SMILES: [CH3:1][O:2][C:3](=[O:33])[C:4]([N:19]=C(C1C=CC=CC=1)C1C=CC=CC=1)([CH2:12][C:13]1[N:14]([CH3:18])[CH:15]=[N:16][CH:17]=1)[CH2:5][C:6]1[N:7]([CH3:11])[CH:8]=[N:9][CH:10]=1.Cl>C1COCC1>[CH3:1][O:2][C:3](=[O:33])[C:4]([NH2:19])([CH2:12][C:13]1[N:14]([CH3:18])[CH:15]=[N:16][CH:17]=1)[CH2:5][C:6]1[N:7]([CH3:11])[CH:8]=[N:9][CH:10]=1. The product is COC(C(CC=1N(C=NC1)C)(CC=1N(C=NC1)C)N)=O (2-Amino-3-(3-methyl-3H-imidazol-4-yl)-2-(3-methyl-3H-imidazol-4-ylmethyl)-propionic acid methyl ester). The solvent is C1CCOC1 (THF). Starting materials: CCCCOc1ccc(C2CCC(C3CCC(CCC)CC3)CC2O)c(F)c1F, CCCCC, Cc1ccccc1, Cl, [H-], [Na+], CN(C)C=O, O. The product is CCCCOc1ccc2c(c1F)OC1CC(C3CCC(CCC)CC3)CCC21. Reaction SMILES: [CH2:3]([CH2:4][CH2:5][CH3:6])[O:7][c:8]1[c:9]([F:31])[c:10]([F:30])[c:11]([CH:14]2[CH:15]([OH:29])[CH2:16][CH:17]([CH:20]3[CH2:21][CH2:22][CH:23]([CH2:26][CH2:27][CH3:28])[CH2:24][CH2:25]3)[CH2:18][CH2:19]2)[cH:12][cH:13]1.[CH3:34][CH2:35][CH2:36][CH2:37][CH3:38].[CH3:39][c:40]1[cH:41][cH:42][cH:43][cH:44][cH:45]1.[ClH:33].[H-:1].[Na+:2].[O:46]=[CH:47][N:48]([CH3:49])[CH3:50].[OH2:32]>>[CH2:3]([CH2:4][CH2:5][CH3:6])[O:7][c:8]1[c:9]([F:31])[c:10]2[c:11]([cH:12][cH:13]1)[CH:14]1[CH:15]([CH2:16][CH:17]([CH:20]3[CH2:21][CH2:22][CH:23]([CH2:26][CH2:27][CH3:28])[CH2:24][CH2:25]3)[CH2:18][CH2:19]1)[O:29]2. The reactants are C1=C(C=CC2=CC=CC=C12)CN1C2=C(N=C3C(C1=O)CCC3)C=CC=C2 (9-(2-naphthylmethyl)-2,3,9,10a-tetrahydrobenzo[b]cyclopenta[1,4]diazepin-10(1H)-one). Run in C(C)(=O)OCC.CCCCCC (ethyl acetate hexane). Yields the product C1=C(C=CC2=CC=CC=C12)CN1C2=C(N[C@H]3[C@@H](C1=O)CCC3)C=CC=C2 ((3aR*,10aS*)-9-(2-naphthylmethyl)-2,3,3a,4,9,10a-hexahydrobenzo[b]cyclopenta[e][1,4]diazepin-10(1H)-one). Isolated yield 81.0%. RXN SMILES: [CH:1]1[C:10]2[C:5](=[CH:6][CH:7]=[CH:8][CH:9]=2)[CH:4]=[CH:3][C:2]=1[CH2:11][N:12]1[C:18](=[O:19])[CH:17]2[CH2:20][CH2:21][CH2:22][C:16]2=[N:15][C:14]2[CH:23]=[CH:24][CH:25]=[CH:26][C:13]1=2>C(OCC)(=O)C.CCCCCC>[CH:1]1[C:10]2[C:5](=[CH:6][CH:7]=[CH:8][CH:9]=2)[CH:4]=[CH:3][C:2]=1[CH2:11][N:12]1[C:18](=[O:19])[C@H:17]2[CH2:20][CH2:21][CH2:22][C@H:16]2[NH:15][C:14]2[CH:23]=[CH:24][CH:25]=[CH:26][C:13]1=2 |f:1.2|. Procedure details: Using 9-(2-naphthylmethyl)-2,3,9,10a-tetrahydrobenzo[b]cyclopenta[1,4]diazepin-10(1H)-one, the titled compound was synthesized in substantially the same manner as in yield of 81%, m.p. 148.0°-148.5° C. (ethyl acetate-hexane). The reactants are CCOC(=O)C1CC1c1ccc(N2CC(=O)N(CC[Si](C)(C)C)S2(=O)=O)c(OCc2ccccc2)c1, CCCC[N+](CCCC)(CCCC)CCCC, C1CCOC1, CCOC(C)=O, [F-]. The product is CCOC(=O)C1CC1c1ccc(N2CC(=O)NS2(=O)=O)c(OCc2ccccc2)c1. Reaction SMILES: [CH2:1]([CH3:2])[O:3][C:4](=[O:5])[CH:6]1[CH:7]([c:9]2[cH:10][c:11]([O:29][CH2:30][c:31]3[cH:32][cH:33][cH:34][cH:35][cH:36]3)[c:12]([N:15]3[S:16](=[O:27])(=[O:28])[N:17]([CH2:21][CH2:22][Si:23]([CH3:24])([CH3:25])[CH3:26])[C:18](=[O:20])[CH2:19]3)[cH:13][cH:14]2)[CH2:8]1.[CH2:38]([N+:39]([CH2:40][CH2:41][CH2:42][CH3:43])([CH2:44][CH2:45][CH2:46][CH3:47])[CH2:48][CH2:49][CH2:50][CH3:51])[CH2:52][CH2:53][CH3:54].[CH2:55]1[O:56][CH2:57][CH2:58][CH2:59]1.[CH3:60][CH2:61][O:62][C:63]([CH3:64])=[O:65].[F-:37]>>[CH2:1]([CH3:2])[O:3][C:4](=[O:5])[CH:6]1[CH:7]([c:9]2[cH:10][c:11]([O:29][CH2:30][c:31]3[cH:32][cH:33][cH:34][cH:35][cH:36]3)[c:12]([N:15]3[S:16](=[O:27])(=[O:28])[NH:17][C:18](=[O:20])[CH2:19]3)[cH:13][cH:14]2)[CH2:8]1.